This data is from the Open Reaction Database (ORD), a public repository of structured organic reaction records. The task is: describe an organic reaction: reactants, conditions, products, and yield The reactants are CCOC(=O)C(C(=O)OCC)c1ccnc2ccccc12, CS(C)=O, [Cl-], [Na+], O. The product is CCOC(=O)Cc1ccnc2ccccc12. RXN SMILES: [CH2:1]([CH3:2])[O:3][C:4](=[O:5])[CH:6]([c:7]1[cH:8][cH:9][n:10][c:11]2[cH:12][cH:13][cH:14][cH:15][c:16]12)[C:17]([O:18][CH2:19][CH3:20])=[O:21].[CH3:25][S:26]([CH3:27])=[O:28].[Cl-:22].[Na+:23].[OH2:24]>>[CH2:1]([CH3:2])[O:3][C:4](=[O:5])[CH2:6][c:7]1[cH:8][cH:9][n:10][c:11]2[cH:12][cH:13][cH:14][cH:15][c:16]12.